This data is from the Open Reaction Database (ORD), a public repository of structured organic reaction records. The task is: describe an organic reaction: reactants, conditions, products, and yield Reactants: NC=1C=C(SC1)C(=O)OCC (ethyl 4-aminothiophene-2-carboxylate), CS(=O)(=O)Cl (methanesulfonyl chloride). Product: CS(=O)(=O)NC=1C=C(SC1)C(=O)OCC (ethyl 4-(methylsulfonamido)thiophene-2-carboxylate). Procedure: To a solution of ethyl 4-aminothiophene-2-carboxylate (Int. 41) (theoretical 1.785 mmol) in pyridine (20 ml), methanesulfonyl chloride (0.239 ml, 3.07 mmol) was added and the mixture was stirred overnight at RT. The solvent was evaporated and the residue was partitioned between 1N HCl and EtOAc; the aqueous phase was extracted with EtOAc and the combined organic layers were dried over sodium sulfate and evaporated to afford ethyl 4-(methylsulfonamido)thiophene-2-carboxylate (Int. 42) which was u... Run at time 8 hour. As a reaction SMILES: [NH2:1][C:2]1[CH:3]=[C:4]([C:7]([O:9][CH2:10][CH3:11])=[O:8])[S:5][CH:6]=1.[CH3:12][S:13](Cl)(=[O:15])=[O:14]>N1C=CC=CC=1>[CH3:12][S:13]([NH:1][C:2]1[CH:3]=[C:4]([C:7]([O:9][CH2:10][CH3:11])=[O:8])[S:5][CH:6]=1)(=[O:15])=[O:14]. The solvent is N1=CC=CC=C1 (pyridine). The reactants are C1CCOC1, O=C(O)CCCC1CCCN(C(=O)OCc2ccccc2)C1. The product is O=C(OCc1ccccc1)N1CCCC(CCCCO)C1. As a reaction SMILES: [CH2:23]1[O:24][CH2:25][CH2:26][CH2:27]1.[c:1]1([CH2:7][O:8][C:9](=[O:10])[N:11]2[CH2:12][CH:13]([CH2:17][CH2:18][CH2:19][C:20](=[O:21])[OH:22])[CH2:14][CH2:15][CH2:16]2)[cH:2][cH:3][cH:4][cH:5][cH:6]1>>[c:1]1([CH2:7][O:8][C:9](=[O:10])[N:11]2[CH2:12][CH:13]([CH2:17][CH2:18][CH2:19][CH2:20][OH:21])[CH2:14][CH2:15][CH2:16]2)[cH:2][cH:3][cH:4][cH:5][cH:6]1. The reactants are ClC1=C(OC2=CC=C(OC(C(=CCO)OC)C)C=C2)C=CC(=C1)C(F)(F)F (4-[4-(2-chloro-4-trifluoromethylphenoxy)phenoxy]-3-methoxy-2-penten-1-ol), HClO4. Run in C(Cl)Cl (CH2Cl2). The product is ClC1=C(OC2=CC=C(OC(C(C=C)=O)C)C=C2)C=CC(=C1)C(F)(F)F (4-[4-(2-chloro-4-trifluoromethylphenoxy)phenoxy]-3-oxo-1-pentene). Reaction SMILES: [Cl:1][C:2]1[CH:23]=[C:22]([C:24]([F:27])([F:26])[F:25])[CH:21]=[CH:20][C:3]=1[O:4][C:5]1[CH:19]=[CH:18][C:8]([O:9][CH:10]([CH3:17])[C:11]([O:15]C)=[CH:12][CH2:13]O)=[CH:7][CH:6]=1>C(Cl)Cl>[Cl:1][C:2]1[CH:23]=[C:22]([C:24]([F:25])([F:27])[F:26])[CH:21]=[CH:20][C:3]=1[O:4][C:5]1[CH:19]=[CH:18][C:8]([O:9][CH:10]([CH3:17])[C:11](=[O:15])[CH:12]=[CH2:13])=[CH:7][CH:6]=1. Procedure details: The foregoing alcohol (380 mg) is reacted with 35% HClO4 (4 ml) in CH2Cl2 (4 ml) at RT for 24 hours. The mixture is then extracted with CH2Cl2 and the combined extracts washed, dried and concentrated to dryness. The product is purified by prep. thin layer chromatography to give 4-[4-(2-chloro-4-trifluoromethylphenoxy)phenoxy]-3-oxo-1-pentene, MS m/e 396 (M+). The reactants are C(=O)(C(F)(F)F)O (TFA), ClC1=NC=CC(=N1)N1C(OC[C@@H]1C(C)C)=O ((S)-3-(2-chloropyrimidin-4-yl)-4-isopropyloxazolidin-2-one), FC1=C(C=CC(=C1)C1(CC1)C)[C@H](C)N ((S)-1-(2-fluoro-4-(1-methylcyclopropyl)phenyl)ethanamine), CCN(C(C)C)C(C)C (DIEA). Solvent: CS(=O)C (DMSO). Reaction conditions: temperature 110 celsius. Product: FC1=C(C=CC(=C1)C1(CC1)C)[C@H](C)NC1=NC=CC(=N1)N1C(OC[C@@H]1C(C)C)=O ((S)-3-(2-((S)-1-(2-fluoro-4-(1-methylcyclopropyl)phenyl)ethylamino)pyrimidin-4-yl)-4-isopropyloxazolidin-2-one). The yield is 5.3%. As a reaction SMILES: Cl[C:2]1[N:7]=[C:6]([N:8]2[C@@H:12]([CH:13]([CH3:15])[CH3:14])[CH2:11][O:10][C:9]2=[O:16])[CH:5]=[CH:4][N:3]=1.[F:17][C:18]1[CH:23]=[C:22]([C:24]2([CH3:27])[CH2:26][CH2:25]2)[CH:21]=[CH:20][C:19]=1[C@@H:28]([NH2:30])[CH3:29].CCN(C(C)C)C(C)C.C(O)(C(F)(F)F)=O>CS(C)=O>[F:17][C:18]1[CH:23]=[C:22]([C:24]2([CH3:27])[CH2:25][CH2:26]2)[CH:21]=[CH:20][C:19]=1[C@@H:28]([NH:30][C:2]1[N:7]=[C:6]([N:8]2[C@@H:12]([CH:13]([CH3:15])[CH3:14])[CH2:11][O:10][C:9]2=[O:16])[CH:5]=[CH:4][N:3]=1)[CH3:29]. Procedure: To a microwave vial with stir bar was added (S)-3-(2-chloropyrimidin-4-yl)-4-isopropyloxazolidin-2-one (30 mg, 0.12 mmol) and DMSO (1 mL). To this reaction mixture was added (S)-1-(2-fluoro-4-(1-methylcyclopropyl)phenyl)ethanamine (51 mg, 0.22 mmol) and DIEA (0.09 ml, 0.50 mmol). The vial was capped and the reaction mixture was heated in a preheated oil bath at 110° C. for 18 hr. Solution was purified by reverse phase HPLC. Product fractions combined, frozen and lyophilized to afford (S)-3-(2-((... Starting materials: NC1=C(C(=O)OC(C)(C)C)C=CC(=C1)C1=CC=C(C=C1)NS(=O)(=O)C (tert-butyl 2-amino-4-(4-(methanesulfonamido)phenyl)benzoate), C([O-])([O-])=O.[Cs+].[Cs+] (cesium carbonate), C(CC(O)(C(=O)O)CC(=O)O)(=O)O (citric acid), BrC=1C=CC2=C(C=CS2)C1 (5-bromobenzothiophene), C1(CCCCC1)P(C1=C(C=CC=C1)C1=C(C=C(C=C1C(C)C)C(C)C)C(C)C)C1CCCCC1 (2-dicyclohexylphosphino-2′,4′,6′-triisopropylbiphenyl). Reagents/catalysts: C=1C=CC(=CC1)/C=C/C(=O)/C=C/C2=CC=CC=C2.C=1C=CC(=CC1)/C=C/C(=O)/C=C/C2=CC=CC=C2.C=1C=CC(=CC1)/C=C/C(=O)/C=C/C2=CC=CC=C2.[Pd].[Pd] (tris(dibenzylideneacetone)dipalladium(0)), C(C)(=O)[O-].[Pd+2].C(C)(=O)[O-] (palladium acetate). Solvent: C1(=CC=CC=C1)C (toluene), C(C)(=O)OCC (ethyl acetate). Run at temperature 110 celsius, time 24 hour. Product: S1C=CC2=C1C=CC(=C2)NC2=C(C(=O)OC(C)(C)C)C=CC(=C2)C2=CC=C(C=C2)NS(=O)(=O)C (tert-butyl 2-((benzothiophen-5-yl)amino)-4-(4-(methanesulfonamido)phenyl)benzoate). As a reaction SMILES: [NH2:1][C:2]1[CH:14]=[C:13]([C:15]2[CH:20]=[CH:19][C:18]([NH:21][S:22]([CH3:25])(=[O:24])=[O:23])=[CH:17][CH:16]=2)[CH:12]=[CH:11][C:3]=1[C:4]([O:6][C:7]([CH3:10])([CH3:9])[CH3:8])=[O:5].C(=O)([O-])[O-].[Cs+].[Cs+].Br[C:33]1[CH:34]=[CH:35][C:36]2[S:40][CH:39]=[CH:38][C:37]=2[CH:41]=1.C1(P(C2CCCCC2)C2C=CC=CC=2C2C(C(C)C)=CC(C(C)C)=CC=2C(C)C)CCCCC1.C(O)(=O)CC(CC(O)=O)(C(O)=O)O>C1C=CC(/C=C/C(/C=C/C2C=CC=CC=2)=O)=CC=1.C1C=CC(/C=C/C(/C=C/C2C=CC=CC=2)=O)=CC=1.C1C=CC(/C=C/C(/C=C/C2C=CC=CC=2)=O)=CC=1.[Pd].[Pd].C([O-])(=O)C.[Pd+2].C([O-])(=O)C.C(OCC)(=O)C.C1(C)C=CC=CC=1>[S:40]1[C:36]2[CH:35]=[CH:34][C:33]([NH:1][C:2]3[CH:14]=[C:13]([C:15]4[CH:20]=[CH:19][C:18]([NH:21][S:22]([CH3:25])(=[O:24])=[O:23])=[CH:17][CH:16]=4)[CH:12]=[CH:11][C:3]=3[C:4]([O:6][C:7]([CH3:10])([CH3:9])[CH3:8])=[O:5])=[CH:41][C:37]=2[CH:38]=[CH:39]1 |f:1.2.3,7.8.9.10.11,12.13.14|. Reported procedure: To toluene 3.0 mL suspension of tert-butyl 2-amino-4-(4-(methanesulfonamido)phenyl)benzoate 0.12 g and cesium carbonate 0.27 g were added 5-bromobenzothiophene 0.14 g, 2-dicyclohexylphosphino-2′,4′,6′-triisopropylbiphenyl 7.9 mg, tris(dibenzylideneacetone)dipalladium(0) 3.0 mg and palladium acetate 1.5 mg at room temperature, and it was stirred at 110° C. for 24 hours. After the reaction mixture was cooled to room temperature, ethyl acetate and 10% citric acid aqueous solution were added to it, ...